From a dataset of the Open Reaction Database (ORD), a public repository of structured organic reaction records. describe an organic reaction: reactants, conditions, products, and yield Starting materials: O=C(n1ccnc1)n1ccnc1, C1CCOC1, CC(C)(C)OC(=O)N1CCCC(c2cc(-c3ccccc3O)nc(N)c2CN)C1. Product: CC(C)(C)OC(=O)N1CCCC(c2cc(-c3ccccc3O)nc3c2CNC(=O)N3)C1. RXN SMILES: [C:30](=[O:31])([n:32]1[cH:33][cH:34][n:35][cH:36]1)[n:37]1[cH:38][cH:39][n:40][cH:41]1.[CH2:42]1[O:43][CH2:44][CH2:45][CH2:46]1.[NH2:1][c:2]1[n:3][c:4](-[c:23]2[c:24]([OH:29])[cH:25][cH:26][cH:27][cH:28]2)[cH:5][c:6]([CH:10]2[CH2:11][N:12]([C:16](=[O:17])[O:18][C:19]([CH3:20])([CH3:21])[CH3:22])[CH2:13][CH2:14][CH2:15]2)[c:7]1[CH2:8][NH2:9]>>[NH:1]1[c:2]2[n:3][c:4](-[c:23]3[c:24]([OH:29])[cH:25][cH:26][cH:27][cH:28]3)[cH:5][c:6]([CH:10]3[CH2:11][N:12]([C:16](=[O:17])[O:18][C:19]([CH3:20])([CH3:21])[CH3:22])[CH2:13][CH2:14][CH2:15]3)[c:7]2[CH2:8][NH:9][C:30]1=[O:31].